Dataset: the Open Reaction Database (ORD), a public repository of structured organic reaction records. Task: describe an organic reaction: reactants, conditions, products, and yield Reactants: [Al+3], C1CCOC1, [H-], [H-], [H-], [H-], [Li+], [Na+], [Na+], O=C1CCC2(CC1)OCCO2, O, O, O, O, O, O, O, O, O, O, O=S(=O)([O-])[O-]. Yields the product OC1CCC2(CC1)OCCO2. Reaction SMILES: [Al+3:2].[CH2:35]1[O:36][CH2:37][CH2:38][CH2:39]1.[H-:1].[H-:4].[H-:5].[H-:6].[Li+:3].[Na+:33].[Na+:34].[O:7]1[CH2:8][CH2:9][O:10][C:11]12[CH2:12][CH2:13][C:14](=[O:17])[CH2:15][CH2:16]2.[OH2:18].[OH2:19].[OH2:20].[OH2:21].[OH2:22].[OH2:23].[OH2:24].[OH2:25].[OH2:26].[OH2:27].[S:28]([O-:29])([O-:30])(=[O:31])=[O:32]>>[O:7]1[CH2:8][CH2:9][O:10][C:11]12[CH2:12][CH2:13][CH:14]([OH:17])[CH2:15][CH2:16]2. Starting materials: ClC1=CC=C(C(=N1)C=1NC2=CC=CC=C2C1F)O (6-chloro-2-(3-fluoro-1H-indol-2-yl)pyridin-3-ol), C(=O)([O-])[O-].[Cs+].[Cs+] (Cs2CO3), ClCI (chloroiodomethane). Solvent: CN(C)C=O (DMF), CN(C)C=O (DMF). Yields the product ClC=1C=CC2=C(C=3N(C=4C=CC=CC4C3F)CO2)N1 (2-chloro-12-fluoro-6H-pyrido[2′,3′:5,6][1,3]oxazino[3,4-a]indole). Isolated yield 47.5%. As a reaction SMILES: [Cl:1][C:2]1[N:7]=[C:6]([C:8]2[NH:9][C:10]3[C:15]([C:16]=2[F:17])=[CH:14][CH:13]=[CH:12][CH:11]=3)[C:5]([OH:18])=[CH:4][CH:3]=1.[C:19]([O-])([O-])=O.[Cs+].[Cs+].ClCI>CN(C=O)C>[Cl:1][C:2]1[CH:3]=[CH:4][C:5]2[O:18][CH2:19][N:9]3[C:10]4[CH:11]=[CH:12][CH:13]=[CH:14][C:15]=4[C:16]([F:17])=[C:8]3[C:6]=2[N:7]=1 |f:1.2.3|. Procedure: A solution of 6-chloro-2-(3-fluoro-1H-indol-2-yl)pyridin-3-ol (120 mg, 0.46 mmol) and Cs2CO3 (452 mg, 1.39 mmol) in DMF (6 mL) was stirred at 100° C. (internal temperature), then chloroiodomethane (173 mg, 0.92 mmol) in DMF (1 mL) was added dropwise. After the reaction was completed according to TLC, the mixture was filtered and concentrated in vacuo. The resulting residue was purified using prep-TLC (petroleum ether:EtOAc=4:1) to provide 2-chloro-12-fluoro-6H-pyrido[2′,3′:5,6][1,3]oxazino[3,4-a... Reactants: NCCCCn1cnc2c(N)nc3ccccc3c21, O=C(Cl)N1CCOCC1, c1ccncc1. The product is Nc1nc2ccccc2c2c1ncn2CCCCNC(=O)N1CCOCC1. Reaction SMILES: [NH2:10][CH2:11][CH2:12][CH2:13][CH2:14][n:15]1[cH:16][n:17][c:18]2[c:19]([NH2:28])[n:20][c:21]3[cH:22][cH:23][cH:24][cH:25][c:26]3[c:27]12.[O:1]1[CH2:2][CH2:3][N:4]([C:7](=[O:8])[Cl:9])[CH2:5][CH2:6]1.[cH:29]1[cH:30][cH:31][n:32][cH:33][cH:34]1>>[O:1]1[CH2:2][CH2:3][N:4]([C:7](=[O:8])[NH:10][CH2:11][CH2:12][CH2:13][CH2:14][n:15]2[cH:16][n:17][c:18]3[c:19]([NH2:28])[n:20][c:21]4[cH:22][cH:23][cH:24][cH:25][c:26]4[c:27]23)[CH2:5][CH2:6]1. Reactants: C(C(=C)C)(=O)OC (methyl methacrylate), C(CCCCCCCCCCC)(=O)OOC(CCCCCCCCCCC)=O (lauroyl peroxide), C(C(=C)C)(=O)O (methacrylic acid), CC(C)C(C)(C)C(C)(C)C(C)(C)S (tert-dodecylmercaptan). Yields the product C(C(=C)C)(=O)OC.C(C(=C)C)(=O)O (methyl methacrylate methacrylic acid). As a reaction SMILES: [C:1]([O:6][CH3:7])(=[O:5])[C:2]([CH3:4])=[CH2:3].[C:8]([OH:13])(=[O:12])[C:9]([CH3:11])=[CH2:10].CC(C(C(C(S)(C)C)(C)C)(C)C)C.C(OOC(=O)CCCCCCCCCCC)(=O)CCCCCCCCCCC>>[C:1]([O:6][CH3:7])(=[O:5])[C:2]([CH3:4])=[CH2:3].[C:8]([OH:13])(=[O:12])[C:9]([CH3:11])=[CH2:10] |f:4.5|. Reported procedure: A solution comprising 90 parts by weight of methyl methacrylate, 10 parts by weight of methacrylic acid, 0.75 part by weight of tert-dodecylmercaptan, and 0.4 part by weight of lauroyl peroxide was prepared. A methyl methacrylate/methacrylic acid copolymer was formed from this solution in the same manner as described in Example 8. Reactants: OC(CCCCC)C=1C=C(C=CC1)O (3-(1-hydroxyhexyl)-phenol), C(Cl)C1CO1 (epichlorohydrin), [OH-].[K+] (potassium hydroxide). Solvent: C(C)O (ethanol), O (water), C(C)O (ethanol). Yields the product OC(CCCCC)C=1C=C(OCC2OC2)C=CC1 ([3-(1-Hydroxyhexyl)-phenoxymethyl]-oxirane). RXN SMILES: [OH:1][CH:2]([C:8]1[CH:9]=[C:10]([OH:14])[CH:11]=[CH:12][CH:13]=1)[CH2:3][CH2:4][CH2:5][CH2:6][CH3:7].[CH2:15]([CH:17]1[O:19][CH2:18]1)Cl.[OH-].[K+]>C(O)C.O>[OH:1][CH:2]([C:8]1[CH:9]=[C:10]([CH:11]=[CH:12][CH:13]=1)[O:14][CH2:15][CH:17]1[CH2:18][O:19]1)[CH2:3][CH2:4][CH2:5][CH2:6][CH3:7] |f:2.3|. Reported procedure: 19.4 g. (0.1 mole) 3-(1-hydroxyhexyl)-phenol and 28.6 g. epichlorohydrin are dissolved in 25 ml. ethanol and heated to the boil. A solution of 6.6 g. potassium hydroxide in 3 ml. water and 25 ml. ethanol is then added dropwise thereto in the course of 15 minutes. The reaction mixture is boiled under reflux for 2 hours, the solvent is then distilled off and the residue is taken up in water. Extraction is carried out with ethyl acetate, the ethyl acetate phase is washed twice with aqueous sodium h... Starting materials: C1(=CC=CC=C1)C=1NC=C(N1)C=O (2-phenyl-1H-imidazole-4-carbaldehyde), [H-].[Na+] (sodium hydride), O (Water), C1(=C(C(=CC(=C1)C)C)S(=O)(=O)Cl)C (Mesitylsulfonyl chloride). Run in CN(C=O)C (N,N-dimethylformamide). Run at time 1 hour. Product: C1(=C(C(=CC(=C1)C)C)S(=O)(=O)N1C(=NC(=C1)C=O)C1=CC=CC=C1)C (1-(mesitylsulfonyl)-2-phenyl-1H-imidazole-4-carbaldehyde). Yield: 49.4%. As a reaction SMILES: [C:1]1([C:7]2[NH:8][CH:9]=[C:10]([CH:12]=[O:13])[N:11]=2)[CH:6]=[CH:5][CH:4]=[CH:3][CH:2]=1.[H-].[Na+].[C:16]1([CH3:28])[CH:21]=[C:20]([CH3:22])[CH:19]=[C:18]([CH3:23])[C:17]=1[S:24](Cl)(=[O:26])=[O:25].O>CN(C)C=O>[C:16]1([CH3:28])[CH:21]=[C:20]([CH3:22])[CH:19]=[C:18]([CH3:23])[C:17]=1[S:24]([N:8]1[CH:9]=[C:10]([CH:12]=[O:13])[N:11]=[C:7]1[C:1]1[CH:2]=[CH:3][CH:4]=[CH:5][CH:6]=1)(=[O:25])=[O:26] |f:1.2|. Reported procedure: To a solution of 2-phenyl-1H-imidazole-4-carbaldehyde (1.73 g) in N,N-dimethylformamide (30 mL) was added sodium hydride (60% in oil, 523 mg) at room temperature, and the mixture was stirred for 1 hr. Mesitylsulfonyl chloride (2.42 g) was added, and the mixture was stirred for 1 hr. Water was added to the reaction mixture, and the mixture was extracted with ethyl acetate. The extract was washed with saturated aqueous sodium hydrogen carbonate solution, 3% aqueous potassium hydrogensulfate soluti... Reactants: NC1=CC2=C(N=CN2)C=C1 (5-aminobenzimidazole), PdC, TEA, FC=1C=C(C=O)C=CC1OC (3-fluoro-4-methoxybenzaldehyde), [Si](C)(C)(C)C#N (TMSCN), N1(C=NC=C1)C(=O)N1C=NC=C1 (di-(imidazol-1-yl)methanone). Yields the product N1C=NC2=C1C=CC(=C2)N2C(NCC2C2=CC(=C(C=C2)OC)F)=O (1-(1H-benzo[d]imidazol-5-yl)-5-(3-fluoro-4-methoxyphenyl)imidazolidin-2-one). RXN SMILES: [NH2:1][C:2]1[CH:10]=[CH:9][C:5]2[N:6]=[CH:7][NH:8][C:4]=2[CH:3]=1.[F:11][C:12]1[CH:13]=[C:14]([CH:17]=[CH:18][C:19]=1[O:20][CH3:21])[CH:15]=O.[Si](C#N)(C)(C)C.[N:28]1([C:33](N2C=CN=C2)=[O:34])C=CN=[CH:29]1>>[NH:6]1[C:5]2[CH:9]=[CH:10][C:2]([N:1]3[CH:15]([C:14]4[CH:17]=[CH:18][C:19]([O:20][CH3:21])=[C:12]([F:11])[CH:13]=4)[CH2:29][NH:28][C:33]3=[O:34])=[CH:3][C:4]=2[N:8]=[CH:7]1. Procedure details: The compound was synthesized starting from 5-aminobenzimidazole (0.585 g, 4.4 mmol), 3-fluoro-4-methoxybenzaldehyde (0.617 g, 4 mmol), TMSCN (0.5 mL, 4 mmol), PdC (10%, 0.02 g), TEA (0.524 mL, 3.76 mmol), di-(imidazol-1-yl)methanone (0.333 g, 2.05 mmol) as described in method 2. The product was purified by means of FPLC. Starting materials: C(C)(=O)OC(C)=O (acetic anhydride), OC1=C(C(=C(C(=C1C)C)O)C)CCC(COC1=CC=C(CC2C(NC(S2)=O)=O)C=C1)(C)O (5{4-[4-(2,5-Dihydroxy-3,4,6-trimethylphenyl)-2-hydroxy-2-methylbutoxy]benzyl}-2,4-dioxothiazolidine), N1=CC=CC=C1 (pyridine), O (water). Conditions: time 3 day. Product: C(C)(=O)OC1=C(C(=C(C(=C1C)C)OC(C)=O)C)CCC(COC1=CC=C(CC2C(NC(S2)=O)=O)C=C1)(C)O (5-{4-[4-(2,5-Diacetoxy-3,4,6-trimethylphenyl)-2-hydroxy-2-methylbutoxy]benzyl}-2,4-dioxothiazolidine). Reaction SMILES: [C:1](OC(=O)C)(=[O:3])[CH3:2].[OH:8][C:9]1[C:14]([CH3:15])=[C:13]([CH3:16])[C:12]([OH:17])=[C:11]([CH3:18])[C:10]=1[CH2:19][CH2:20][C:21]([OH:39])([CH3:38])[CH2:22][O:23][C:24]1[CH:37]=[CH:36][C:27]([CH2:28][CH:29]2[S:33][C:32](=[O:34])[NH:31][C:30]2=[O:35])=[CH:26][CH:25]=1.N1[CH:45]=[CH:44]C=CC=1.[OH2:46]>>[C:1]([O:8][C:9]1[C:14]([CH3:15])=[C:13]([CH3:16])[C:12]([O:17][C:44](=[O:46])[CH3:45])=[C:11]([CH3:18])[C:10]=1[CH2:19][CH2:20][C:21]([OH:39])([CH3:38])[CH2:22][O:23][C:24]1[CH:37]=[CH:36][C:27]([CH2:28][CH:29]2[S:33][C:32](=[O:34])[NH:31][C:30]2=[O:35])=[CH:26][CH:25]=1)(=[O:3])[CH3:2]. Procedure details: 0.8 g of acetic anhydride was added to a mixture of 0.9 g of 5-{4-[4-(2,5-dihydroxy-3,4,6-trimethylphenyl)-2-hydroxy-2-methylbutoxy]benzyl}-2,4-dioxothiazolidine (prepared as described in Example 3) and 7 ml of pyridine, and the resulting mixture was allowed to stand at room temperature for 3 days. At the end of this time, the reaction mixture was poured into 50 ml of water and then extracted with ethyl acetate. The extracts were washed, in turn, with 0.1N aqueous hydrochloric acid and with a sa... Starting materials: CC=1SC=C(N1)C(=O)OCC (ethyl 2-methylthiazole-4-carboxylate), S(O)(O)(=O)=O (sulfuric acid), II (iodine), I(=O)(=O)O (iodic acid), S(=S)(=O)([O-])[O-].[Na+].[Na+] (sodium thiosulfate). Run in C(C)(=O)O (acetic acid), C(Cl)(Cl)(Cl)Cl (carbontetrachloride). Reaction conditions: temperature 80 celsius, time 19 hour. Yields the product C(C)OC(=O)C=1N=C(SC1I)C (5-Iodo-2-methyl-thiazole-4-carboxylic acid ethyl ester). Yield: 46.3%. Reaction SMILES: [CH3:1][C:2]1[S:3][CH:4]=[C:5]([C:7]([O:9][CH2:10][CH3:11])=[O:8])[N:6]=1.S(=O)(=O)(O)O.II.[I:19](O)(=O)=O.S([O-])([O-])(=O)=S.[Na+].[Na+]>C(O)(=O)C.C(Cl)(Cl)(Cl)Cl>[CH2:10]([O:9][C:7]([C:5]1[N:6]=[C:2]([CH3:1])[S:3][C:4]=1[I:19])=[O:8])[CH3:11] |f:4.5.6|. Reported procedure: To a solution of ethyl 2-methylthiazole-4-carboxylate (11.2 g, 65.4 mmol) in acetic acid (200 mL) were added sulfuric acid (30%, 20 mL), carbontetrachloride (30 mL), iodine (33.2 g, 131 mmol) and iodic acid (11.5 g, 65.4 mmol) and the resulting reaction mixture was stirred for 19 h at 80° C. After addition of aqueous sodium thiosulfate (1 M, 500 mL) it was extracted with ethyl acetate (1000 mL). The combined organic layers were washed with aqueous sodium carbonate (saturated, 1000 mL), dried ove...